The task is: describe an organic reaction: reactants, conditions, products, and yield. This data is from the Open Reaction Database (ORD), a public repository of structured organic reaction records. Starting materials: COC=1C=C(C=CC1OC)C(CC1=CC=CC=C1)=O (1-(3,4-dimethoxyphenyl)-2-phenylethanone), C(C)OC=1C=C(C=O)C=C(C1O)[N+](=O)[O-] (3-ethoxy-4-hydroxy-5-nitrobenzaldehyde), NC(=O)N (urea), Cl (HCl). The solvent is CCO (EtOH). Product: COC=1C=C(C=CC1OC)C1=C(C(NC(N1)=O)C1=CC(=C(C(=C1)[N+](=O)[O-])O)OCC)C1=CC=CC=C1 (6-(3,4-dimethoxyphenyl)-4-(3-ethoxy-4-hydroxy-5-nitrophenyl)-5-phenyl-3,4-dihydropyrimidin-2(1H)-one). Yield: 34.5%. Reaction SMILES: [CH3:1][O:2][C:3]1[CH:4]=[C:5]([C:11](=O)[CH2:12][C:13]2[CH:18]=[CH:17][CH:16]=[CH:15][CH:14]=2)[CH:6]=[CH:7][C:8]=1[O:9][CH3:10].[CH2:20]([O:22][C:23]1[CH:24]=[C:25]([CH:28]=[C:29]([N+:32]([O-:34])=[O:33])[C:30]=1[OH:31])[CH:26]=O)[CH3:21].[NH2:35][C:36]([NH2:38])=[O:37].Cl>CCO>[CH3:1][O:2][C:3]1[CH:4]=[C:5]([C:11]2[NH:38][C:36](=[O:37])[NH:35][CH:26]([C:25]3[CH:28]=[C:29]([N+:32]([O-:34])=[O:33])[C:30]([OH:31])=[C:23]([O:22][CH2:20][CH3:21])[CH:24]=3)[C:12]=2[C:13]2[CH:18]=[CH:17][CH:16]=[CH:15][CH:14]=2)[CH:6]=[CH:7][C:8]=1[O:9][CH3:10]. Procedure: A mixture of 1-(3,4-dimethoxyphenyl)-2-phenylethanone (180 mg, 0.7 mmol), 3-ethoxy-4-hydroxy-5-nitrobenzaldehyde (124 mg, 0.59 mmol), urea (105 mg, 1.8 mmol), and concentrated HCl solution (0.05 mL, 0.59 mmol) in EtOH (5 mL) was refluxed overnight. The mixture was evaporated in vacuo, and the residue was purified by preparative HPLC to give Compound 38 (100 mg, yield 35%) as a yellow solid. 1H NMR (CD3OD 400 MHz): δ 7.63 (d, J=1.2 Hz, 1H), 7.19 (s, 1H), 7.13-7.06 (m, 3H), 6.93-6.85 (m, 4H), 6.73... Starting materials: N#Cc1cc(Cl)cc(Oc2c(Cl)ccc(CNC(=O)c3cn(C(c4ccccc4)(c4ccccc4)c4ccccc4)cn3)c2F)c1, ClCCl, O=C(O)C(F)(F)F. The product is N#Cc1cc(Cl)cc(Oc2c(Cl)ccc(CNC(=O)c3c[nH]cn3)c2F)c1, O=C(O)C(F)(F)F. Reaction SMILES: [Cl:1][c:2]1[c:3]([O:37][c:38]2[cH:39][c:40]([Cl:46])[cH:41][c:42]([C:44]#[N:45])[cH:43]2)[c:4]([F:36])[c:5]([CH2:8][NH:9][C:10](=[O:11])[c:12]2[n:13][cH:14][n:15]([C:17]([c:18]3[cH:19][cH:20][cH:21][cH:22][cH:23]3)([c:24]3[cH:25][cH:26][cH:27][cH:28][cH:29]3)[c:30]3[cH:31][cH:32][cH:33][cH:34][cH:35]3)[cH:16]2)[cH:6][cH:7]1.[Cl:54][CH2:55][Cl:56].[F:47][C:48]([C:49](=[O:50])[OH:51])([F:52])[F:53]>>[Cl:1][c:2]1[c:3]([O:37][c:38]2[cH:39][c:40]([Cl:46])[cH:41][c:42]([C:44]#[N:45])[cH:43]2)[c:4]([F:36])[c:5]([CH2:8][NH:9][C:10](=[O:11])[c:12]2[n:13][cH:14][nH:15][cH:16]2)[cH:6][cH:7]1.[F:47][C:48]([C:49](=[O:50])[OH:51])([F:52])[F:53]. The reactants are ClC1=CC=C(C=C1)C=CC#N (3-(4-chloro-phenyl)-acrylonitrile), ON (hydroxyamine). Run in C(C)O (ethanol). Product: ClC1=CC=C(C=C1)C=CC(=N)NO (3-(4-chloro-phenyl)-N-hydroxy-acrylamidine). The yield is 50.9%. Reaction SMILES: [Cl:1][C:2]1[CH:7]=[CH:6][C:5]([CH:8]=[CH:9][C:10]#[N:11])=[CH:4][CH:3]=1.[OH:12][NH2:13]>C(O)C>[Cl:1][C:2]1[CH:3]=[CH:4][C:5]([CH:8]=[CH:9][C:10]([NH:13][OH:12])=[NH:11])=[CH:6][CH:7]=1. Reported procedure: A solution of 3-(4-chloro-phenyl)-acrylonitrile (1.63 g, 10 mmol) and hydroxyamine (0.74 ml, 12 mmol) in ethanol (10 ml) was stirred at room temperature overnight. The solvent was evaporated, and the residue was purified by column chromatography (EtOAc: Hexane=1:3) to give 1.0 g (51%) of 3-(4-chloro-phenyl)-N-hydroxy-acrylamidine. Starting materials: C1(CC1)COC1=C(C=CC(=C1)F)C1=C2C(=NC=C1)C(=C(N2COCC[Si](C)(C)C)C)C(=O)O (7-[2-(cyclopropylmethoxy)-4-fluorophenyl]-2-methyl-1-{[2-(trimethylsilyl)ethoxy]methyl}-1H-pyrrolo[3,2-b]pyridine-3-carboxylic acid), N[C@@H]1CC[C@H](CC1)NC(OC(C)(C)C)=O (tert-butyl trans-(4-amino-cyclohexyl)-carbamate). The product is C1(CC1)COC1=C(C=CC(=C1)F)C1=C2C(=NC=C1)C(=C(N2COCC[Si](C)(C)C)C)C(=O)N[C@@H]2CC[C@H](CC2)NC(OC(C)(C)C)=O (tert-Butyl (trans-4-{[(7-[2-(cyclopropylmethoxy)-4-fluorophenyl]-2-methyl-1-{[2-(trimethylsilyl)ethoxy]methyl}-1H-pyrrolo[3,2-b]pyridin-3-yl)carbonyl]amino}cyclohexyl)carbamate). As a reaction SMILES: [CH:1]1([CH2:4][O:5][C:6]2[CH:11]=[C:10]([F:12])[CH:9]=[CH:8][C:7]=2[C:13]2[CH:18]=[CH:17][N:16]=[C:15]3[C:19]([C:31]([OH:33])=O)=[C:20]([CH3:30])[N:21]([CH2:22][O:23][CH2:24][CH2:25][Si:26]([CH3:29])([CH3:28])[CH3:27])[C:14]=23)[CH2:3][CH2:2]1.[NH2:34][C@H:35]1[CH2:40][CH2:39][C@H:38]([NH:41][C:42](=[O:48])[O:43][C:44]([CH3:47])([CH3:46])[CH3:45])[CH2:37][CH2:36]1>>[CH:1]1([CH2:4][O:5][C:6]2[CH:11]=[C:10]([F:12])[CH:9]=[CH:8][C:7]=2[C:13]2[CH:18]=[CH:17][N:16]=[C:15]3[C:19]([C:31]([NH:34][C@H:35]4[CH2:40][CH2:39][C@H:38]([NH:41][C:42](=[O:48])[O:43][C:44]([CH3:46])([CH3:45])[CH3:47])[CH2:37][CH2:36]4)=[O:33])=[C:20]([CH3:30])[N:21]([CH2:22][O:23][CH2:24][CH2:25][Si:26]([CH3:27])([CH3:28])[CH3:29])[C:14]=23)[CH2:3][CH2:2]1. Procedure details: Starting from 7-[2-(cyclopropylmethoxy)-4-fluorophenyl]-2-methyl-1-{[2-(trimethylsilyl)ethoxy]methyl}-1H-pyrrolo[3,2-b]pyridine-3-carboxylic acid (example D.c2) and commercially available tert-butyl trans-(4-amino-cyclohexyl)-carbamate the title compound is obtained as pale yellow viscous oil.